Dataset: the Open Reaction Database (ORD), a public repository of structured organic reaction records. Task: describe an organic reaction: reactants, conditions, products, and yield Product: NCC1=CC=C(C=C1)O (4-aminomethyl-phenol). Run in CO (methanol). Reported procedure: To a solution of 4-hydroxybenzaldehyde (10 g, 81.9 mmol) in methanol (45 mL) was added Raney nickel (3 g) and 7N aqueous ammonia solution (45 mL), and the solution was stirred under hydrogen atmosphere (1 atm) at room temperature for 21 hours. The reaction solution was filtered through Celite pad to remove the catalyst, the filtrate was concentrated, and 4-aminomethyl-phenol (10 g, quantitatively) was obtained as a pale green solid. The reagents and catalysts are [Ni] (Raney nickel). Run at time 21 hour. Reaction SMILES: [OH:1][C:2]1[CH:9]=[CH:8][C:5]([CH:6]=O)=[CH:4][CH:3]=1.[NH3:10]>CO.[Ni]>[NH2:10][CH2:6][C:5]1[CH:8]=[CH:9][C:2]([OH:1])=[CH:3][CH:4]=1. Starting materials: OC1=CC=C(C=O)C=C1 (4-hydroxybenzaldehyde), N (ammonia). Reactants: N1(N=NN=C1)C1=CC=C(C=C1)O (4-tetrazol-1-yl-phenol), C1N2CN3CN1CN(C2)C3 (hexamethylenetetramine), FC(C(=O)O)(F)F (trifluoroacetic acid). The product is OC1=C(C=O)C=C(C=C1)N1N=NN=C1 (2-Hydroxy-5-tetrazol-1-yl-benzaldehyde). Isolated yield 30.0%. As a reaction SMILES: [N:1]1([C:6]2[CH:11]=[CH:10][C:9]([OH:12])=[CH:8][CH:7]=2)[CH:5]=[N:4][N:3]=[N:2]1.C1N2CN3CN(C2)CN1C3.FC(F)(F)[C:25](O)=[O:26]>>[OH:12][C:9]1[CH:8]=[CH:7][C:6]([N:1]2[CH:5]=[N:4][N:3]=[N:2]2)=[CH:11][C:10]=1[CH:25]=[O:26]. Procedure details: A solution of 4-tetrazol-1-yl-phenol (0.01 mol) in trifluoroacetic acid (20 ml) and hexamethylenetetramine (0.04 mol) was heated at 70° for 18 h, cooled to room temperature and quenched with 2N solution of sulfuric acid (50 ml). The mixture was extracted with ethyl acetate (3×100 ml), dried (MgSO4), filtered and concentrated to give a residue which was purified by FCC (dichloromethane/methanol (9:1)) to afford the title compound in 30% yield.